Task: describe an organic reaction: reactants, conditions, products, and yield. Dataset: the Open Reaction Database (ORD), a public repository of structured organic reaction records The reactants are CC(=O)OC(C)=O, COC(=O)C(CSc1ccccc1)N=[N+]=[N-], [H][H], [Re]. Product: COC(=O)C(CSc1ccccc1)NC(C)=O. RXN SMILES: [CH3:19][C:20](=[O:21])[O:22][C:23](=[O:24])[CH3:25].[CH3:1][O:2][C:3]([CH:4]([CH2:5][S:6][c:7]1[cH:8][cH:9][cH:10][cH:11][cH:12]1)[N:13]=[N+:14]=[N-:15])=[O:16].[H:17][H:18].[Re:26]>>[CH3:1][O:2][C:3]([CH:4]([CH2:5][S:6][c:7]1[cH:8][cH:9][cH:10][cH:11][cH:12]1)[NH:13][C:20]([CH3:19])=[O:21])=[O:16].